This data is from the Open Reaction Database (ORD), a public repository of structured organic reaction records. The task is: describe an organic reaction: reactants, conditions, products, and yield The reactants are [OH-].[Na+] (NaOH), [H-].[Na+] (Sodium hydride), OCC=1SC=C(N1)C(=O)O (2-(hydroxymethyl)thiazole-4-carboxylic acid), CI (Methyl iodide), Cl (HCl). Solvent: O (Water), CN(C)C=O (DMF). Reaction conditions: temperature 60 celsius, time 20 minute. Yields the product COCC=1SC=C(N1)C(=O)O (2-(methoxymethyl)thiazole-4-carboxylic acid). RXN SMILES: [H-].[Na+].[OH:3][CH2:4][C:5]1[S:6][CH:7]=[C:8]([C:10]([OH:12])=[O:11])[N:9]=1.[CH3:13]I.[OH-].[Na+].Cl>CN(C=O)C.O>[CH3:13][O:3][CH2:4][C:5]1[S:6][CH:7]=[C:8]([C:10]([OH:12])=[O:11])[N:9]=1 |f:0.1,4.5|. Procedure details: Sodium hydride (0.151 g, 3.77 mmol) was added to a solution of 2-(hydroxymethyl)thiazole-4-carboxylic acid (0.2 g, 1.26 mmol) in DMF (2 mL) and stirred for 20 min. Methyl iodide (0.236 mL, 3.77 mmol) was added and the reaction stirred for a further 2 h. Water (2 mL) was added, followed by NaOH (0.251 g, 6.28 mmol) and stirred for 20 h. The reaction mixture was heated at 60° C. for 5 h then cooled to RT, acidified with 2M HCl and purified by reverse phase HPLC with MeCN/aqTFA as eluent to afford ... Starting materials: S(=S)(=O)([O-])[O-].[Na+].[Na+] (sodium thiosulfate), C1(=CC=CC=C1)C=1C2=CC=CC=C2C=C2C=CC=CC12 (9-phenylanthracene), C(Cl)(Cl)(Cl)Cl (carbon tetrachloride), C(Cl)(Cl)(Cl)Cl (carbon tetrachloride), BrBr (bromine), solid. Run in CO (Methanol). Run at time 12 hour. Product: BrC=1C2=CC=CC=C2C(=C2C=CC=CC12)C1=CC=CC=C1 (9-bromo-10-phenylanthracene). As a reaction SMILES: [C:1]1([C:7]2[C:8]3[C:13]([CH:14]=[C:15]4[C:20]=2[CH:19]=[CH:18][CH:17]=[CH:16]4)=[CH:12][CH:11]=[CH:10][CH:9]=3)[CH:6]=[CH:5][CH:4]=[CH:3][CH:2]=1.C(Cl)(Cl)(Cl)Cl.[Br:26]Br.S([O-])([O-])(=O)=S.[Na+].[Na+]>CO>[Br:26][C:14]1[C:15]2[C:20]([C:7]([C:1]3[CH:2]=[CH:3][CH:4]=[CH:5][CH:6]=3)=[C:8]3[C:13]=1[CH:12]=[CH:11][CH:10]=[CH:9]3)=[CH:19][CH:18]=[CH:17][CH:16]=2 |f:3.4.5|. Procedure details: In a 300 mL three-neck flask, 5.8 g (23 mmol) of 9-phenylanthracene and 100 mL of carbon tetrachloride were placed. Then, 30 mL of a carbon tetrachloride solution containing 4.0 g (25 mmol) of bromine was dripped into the mixture under nitrogen stream. After dripping, the solution was stirred for 12 hours at room temperature. After a certain period, 100 mL of a 1.0 M sodium thiosulfate solution was added and stirred for 1 hour, and an aqueous layer of the mixture was extracted with chloroform. T... Reactants: O=C(n1ccnc1)n1ccnc1, CC(C)O, CN(C)C=O, O, O=C(O)c1cc(-c2ccc(F)cc2F)ccc1O. The product is CC(C)OC(=O)c1cc(-c2ccc(F)cc2F)ccc1O. As a reaction SMILES: [C:1]([n:2]1[cH:3][cH:4][n:5][cH:6]1)([n:7]1[cH:8][cH:9][n:10][cH:11]1)=[O:12].[CH:31]([CH3:32])([CH3:33])[OH:34].[O:36]=[CH:37][N:38]([CH3:39])[CH3:40].[OH2:35].[OH:13][C:14](=[O:15])[c:16]1[cH:17][c:18](-[c:23]2[cH:24][cH:25][c:26]([F:27])[cH:28][c:29]2[F:30])[cH:19][cH:20][c:21]1[OH:22]>>[O:13]([C:14](=[O:15])[c:16]1[cH:17][c:18](-[c:23]2[cH:24][cH:25][c:26]([F:27])[cH:28][c:29]2[F:30])[cH:19][cH:20][c:21]1[OH:22])[CH:31]([CH3:32])[CH3:33]. The reactants are FC1=CC=C(C=C1)C1=CC=C(C=C1)NCC1=C(C=C(C=C1)C=1CCCCC1)C=1C=CC(=NC1)C(=O)NCCC(=O)O (3-(5-(4-(((4′-fluoro-[1,1′-biphenyl]-4-yl)amino)methyl)-2′,3′,4′,5′-tetrahydro-[1,1′-biphenyl]-3-yl)picolinamido)propanoic acid), C(=O)[O-].[NH4+] (ammonium formate). Reagents/catalysts: [Pd] (Pd—C). Solvent: CO (MeOH). The product is C1(CCCCC1)C=1C=CC(=C(C1)C=1C=CC(=NC1)C(=O)NCCC(=O)O)CNC1=CC=C(C=C1)C1=CC=C(C=C1)F (3-(5-(5-cyclohexyl-2-(((4′-fluoro-[1,1′-biphenyl]-4-yl)amino)methyl)phenyl)picolinamido)propanoic acid). As a reaction SMILES: [F:1][C:2]1[CH:7]=[CH:6][C:5]([C:8]2[CH:13]=[CH:12][C:11]([NH:14][CH2:15][C:16]3[CH:21]=[CH:20][C:19]([C:22]4[CH2:23][CH2:24][CH2:25][CH2:26][CH:27]=4)=[CH:18][C:17]=3[C:28]3[CH:29]=[CH:30][C:31]([C:34]([NH:36][CH2:37][CH2:38][C:39]([OH:41])=[O:40])=[O:35])=[N:32][CH:33]=3)=[CH:10][CH:9]=2)=[CH:4][CH:3]=1.C([O-])=O.[NH4+]>CO.[Pd]>[CH:22]1([C:19]2[CH:20]=[CH:21][C:16]([CH2:15][NH:14][C:11]3[CH:10]=[CH:9][C:8]([C:5]4[CH:6]=[CH:7][C:2]([F:1])=[CH:3][CH:4]=4)=[CH:13][CH:12]=3)=[C:17]([C:28]3[CH:29]=[CH:30][C:31]([C:34]([NH:36][CH2:37][CH2:38][C:39]([OH:41])=[O:40])=[O:35])=[N:32][CH:33]=3)[CH:18]=2)[CH2:27][CH2:26][CH2:25][CH2:24][CH2:23]1 |f:1.2|. Procedure: A mixture of 3-(5-(4-(((4′-fluoro-[1,1′-biphenyl]-4-yl)amino)methyl)-2′,3′,4′,5′-tetrahydro-[1,1′-biphenyl]-3-yl)picolinamido)propanoic acid (47.6 mg, 0.087 mmol), ammonium formate (54.6 mg, 0.87 mmol) and 10% Pd—C (9.2 mg, 0.0087 mmol) in MeOH (5 mL) was refluxed for 1 h, then filtered through CELITE, washed with DCM-MeOH. The filtrate was concentrated and purified via column chromatography to give the title compound. Starting materials: Cl (hydrochloric acid), NC1=CC=C(C=C1)C (p-Toluidine), ice water, C1(=CC=CC=C1)SC=CC(=O)Cl (3-(phenylthio)acryloyl chloride). The solvent is C(C)#N (acetonitrile), C(C)#N (acetonitrile). Conditions: time 1.5 hour. Yields the product CC1=CC=C(C=C1)NC(C=CSC1=CC=CC=C1)=O (N-(4-methylphenyl)-3-(phenylthio)acrylamide). Isolated yield 96.6%. Reaction SMILES: [NH2:1][C:2]1[CH:7]=[CH:6][C:5]([CH3:8])=[CH:4][CH:3]=1.[C:9]1([S:15][CH:16]=[CH:17][C:18](Cl)=[O:19])[CH:14]=[CH:13][CH:12]=[CH:11][CH:10]=1.Cl>C(#N)C>[CH3:8][C:5]1[CH:6]=[CH:7][C:2]([NH:1][C:18](=[O:19])[CH:17]=[CH:16][S:15][C:9]2[CH:14]=[CH:13][CH:12]=[CH:11][CH:10]=2)=[CH:3][CH:4]=1. Reported procedure: p-Toluidine (2.46 g) was dissolved to acetonitrile (20 ml), then acetonitrile (3 ml) solution of 3-(phenylthio)acryloyl chloride (2.0 g) was added dropwise thereto under ice-cooling. The mixture was stirred at room temperature for 1.5 hours. The reaction mixture was poured into 50 ml of ice-water, and adjusted to pH 4 with concentrated hydrochloric acid. The precipitated crystal was collected by filtration, washed with water and dried to obtain N-(4-methylphenyl)-3-(phenylthio)acrylamide (2.62 g... The reactants are [O-]S(=O)[O-].[Na+].[Na+] (Na2SO3), C[C@@H](CCCCCC)OC1=CC(=C(C=O)C=C1)[N+](=O)[O-] ((S)-4-(1-methylheptyloxy)-2-nitrobenzaldehyde), [O-][Mn](=O)(=O)=O.[K+] (KMnO4), Cl (HCl). The product is C[C@@H](CCCCCC)OC1=CC(=C(C(=O)O)C=C1)[N+](=O)[O-] ((S)-4-(1-Methylheptyloxy)-2-nitrobenzoic acid), liquid. RXN SMILES: [CH3:1][C@H:2]([O:9][C:10]1[CH:17]=[CH:16][C:13]([CH:14]=[O:15])=[C:12]([N+:18]([O-:20])=[O:19])[CH:11]=1)[CH2:3][CH2:4][CH2:5][CH2:6][CH2:7][CH3:8].[O-:21][Mn](=O)(=O)=O.[K+].[O-]S([O-])=O.[Na+].[Na+].Cl>CC(C)=O.O>[CH3:1][C@H:2]([O:9][C:10]1[CH:17]=[CH:16][C:13]([C:14]([OH:21])=[O:15])=[C:12]([N+:18]([O-:20])=[O:19])[CH:11]=1)[CH2:3][CH2:4][CH2:5][CH2:6][CH2:7][CH3:8] |f:1.2,3.4.5|. The solvent is CC(=O)C (acetone), O (water). Yield: 70.0%. Run at time 6 hour. Reported procedure: To a solution of 1.086 g (3.89 mmol) of (S)-4-(1-methylheptyloxy)-2-nitrobenzaldehyde in 40 ml of acetone was added a solution of KMnO4 (0.984 g, 6.23 mmol) in 47 ml of water dropwise. The reaction mixture was stirred at room temperature for 6 h and then treated with 5% Na2SO3 (100 ml), acidified with conc. HCl (pH: 4-5), and the resulting solution was extracted with ethyl ether several times. The organic extract was concentrated and extracted with 10% NaOH solution. The alkaline extract was was... Reactants: C1CCOC1, Clc1ccc2c(N3CCNCC3)ccnc2c1, O=C=Nc1ccc(F)c(F)c1. The product is O=C(Nc1ccc(F)c(F)c1)N1CCN(c2ccnc3cc(Cl)ccc23)CC1. RXN SMILES: [CH2:29]1[O:30][CH2:31][CH2:32][CH2:33]1.[Cl:1][c:2]1[cH:3][cH:4][c:5]2[c:6]([N:12]3[CH2:13][CH2:14][NH:15][CH2:16][CH2:17]3)[cH:7][cH:8][n:9][c:10]2[cH:11]1.[F:18][c:19]1[cH:20][c:21]([N:26]=[C:27]=[O:28])[cH:22][cH:23][c:24]1[F:25]>>[Cl:1][c:2]1[cH:3][cH:4][c:5]2[c:6]([N:12]3[CH2:13][CH2:14][N:15]([C:27]([NH:26][c:21]4[cH:20][c:19]([F:18])[c:24]([F:25])[cH:23][cH:22]4)=[O:28])[CH2:16][CH2:17]3)[cH:7][cH:8][n:9][c:10]2[cH:11]1.